describe an organic reaction: reactants, conditions, products, and yield From a dataset of the Open Reaction Database (ORD), a public repository of structured organic reaction records. Reactants: [BH4-], C1CCCCC1, CCO, CCOC(=O)C1(C)CCCCC1=O, [Na+]. Yields the product CCOC(=O)C1(C)CCCCC1O. RXN SMILES: [BH4-:20].[CH2:1]1[CH2:2][CH2:3][CH2:4][CH2:5][CH2:6]1.[CH3:22][CH2:23][OH:24].[CH3:7][C:8]1([C:15](=[O:16])[O:17][CH2:18][CH3:19])[C:9](=[O:14])[CH2:10][CH2:11][CH2:12][CH2:13]1.[Na+:21]>>[CH3:7][C:8]1([C:15](=[O:16])[O:17][CH2:18][CH3:19])[CH:9]([OH:14])[CH2:10][CH2:11][CH2:12][CH2:13]1. The reactants are CC(C)(C)OC(=O)NCCN1CCC(CCCC(N)=O)CC1, ClCCl. Yields the product CC(C)(C)OC(=O)NCCN1CCC(CCCCN)CC1. Reaction SMILES: [C:1]([CH3:2])([CH3:3])([CH3:4])[O:5][C:6]([NH:7][CH2:8][CH2:9][N:10]1[CH2:11][CH2:12][CH:13]([CH2:16][CH2:17][CH2:18][C:19]([NH2:20])=[O:21])[CH2:14][CH2:15]1)=[O:22].[Cl:23][CH2:24][Cl:25]>>[C:1]([CH3:2])([CH3:3])([CH3:4])[O:5][C:6]([NH:7][CH2:8][CH2:9][N:10]1[CH2:11][CH2:12][CH:13]([CH2:16][CH2:17][CH2:18][CH2:19][NH2:20])[CH2:14][CH2:15]1)=[O:22]. The product is Cc1cc(C(=O)C(=O)NC(=O)Cc2c[nH]c3cc(F)ccc23)c2c(ccn2C)c1. As a reaction SMILES: [CH2:38]1[O:39][CH2:40][CH2:41][CH2:42]1.[CH3:1][O:2][C:3]([C:4](=[O:5])[c:6]1[cH:7][c:8]([CH3:16])[cH:9][c:10]2[cH:11][cH:12][n:13]([CH3:15])[c:14]12)=[O:17].[CH3:32][C:33]([CH3:34])([O-:35])[CH3:36].[ClH:43].[F:18][c:19]1[cH:20][cH:21][c:22]2[c:23]([CH2:28][C:29](=[O:30])[NH2:31])[cH:24][nH:25][c:26]2[cH:27]1.[K+:37].[O:44]=[CH:45][N:46]([CH3:47])[CH3:48]>>[C:3]([C:4](=[O:5])[c:6]1[cH:7][c:8]([CH3:16])[cH:9][c:10]2[cH:11][cH:12][n:13]([CH3:15])[c:14]12)(=[O:17])[NH:31][C:29]([CH2:28][c:23]1[c:22]2[cH:21][cH:20][c:19]([F:18])[cH:27][c:26]2[nH:25][cH:24]1)=[O:30]. Reactants: C1CCOC1, COC(=O)C(=O)c1cc(C)cc2ccn(C)c12, CC(C)(C)[O-], Cl, NC(=O)Cc1c[nH]c2cc(F)ccc12, [K+], CN(C)C=O. The reactants are O1CCC2=C1C=CC(=C2)C2=NN=C(O2)S (5-(2,3-dihydro-1-benzofuran-5-yl)-1,3,4-oxadiazole-2-thiol), FC=1C=C(CCl)C=CC1 (3-fluorobenzyl chloride), [OH-].[Na+] (sodium hydroxide). Solvent: O (water). Run at time 8 hour. The product is O1CCC2=C1C=CC(=C2)C=2OC(=NN2)SCC2=CC(=CC=C2)F (2-(2,3-dihydro-1-benzofuran-5-yl)-5-[(3-fluorobenzyl)thio]-1,3,4-oxadiazole). Isolated yield 70.3%. Reaction SMILES: [O:1]1[C:5]2[CH:6]=[CH:7][C:8]([C:10]3[O:14][C:13]([SH:15])=[N:12][N:11]=3)=[CH:9][C:4]=2[CH2:3][CH2:2]1.[F:16][C:17]1[CH:18]=[C:19]([CH:22]=[CH:23][CH:24]=1)[CH2:20]Cl.[OH-].[Na+]>O>[O:1]1[C:5]2[CH:6]=[CH:7][C:8]([C:10]3[O:14][C:13]([S:15][CH2:20][C:19]4[CH:22]=[CH:23][CH:24]=[C:17]([F:16])[CH:18]=4)=[N:12][N:11]=3)=[CH:9][C:4]=2[CH2:3][CH2:2]1 |f:2.3|. Procedure details: A mixture of 5-(2,3-dihydro-1-benzofuran-5-yl)-1,3,4-oxadiazole-2-thiol (0.20 g, 0.91 mmol), 3-fluorobenzyl chloride (0.11 mL, 0.91 mmol), 1 M aqueous sodium hydroxide solution (1.00 mL, 1.00 mmol) and water (4 mL) was stirred overnight at room temperature. The precipitate was collected by filtration and recrystallized from hexane/ethyl acetate to give the title compound (0.21 g, yield 74%) as colorless crystals. Run in O1CCOCC1 (dioxane), CCOCC (Et2O). Procedure: To a solution of 1-iodo-3-nitro-benzene (9 g), piperazine-1-carboxylic acid tert-butyl ester (13.5 g) and sodium tert-butoxide (9.7 g) in dioxane (150 mL) was added tris(dibenzylideneacetone)dipalladium (2 g) and tri-o-tolylphosphine (2.2 g) and the mixture was heated at reflux for 24 hours. The solution was then cooled to room temperature, taken in Et2O and washed with brine. The organic layer was dried over Na2SO4, filtered and concentrated under reduced pressure. The crude residue was recryst... Reaction SMILES: I[C:2]1[CH:7]=[CH:6][CH:5]=[C:4]([N+:8]([O-:10])=[O:9])[CH:3]=1.[C:11]([O:15][C:16]([N:18]1[CH2:23][CH2:22][NH:21][CH2:20][CH2:19]1)=[O:17])([CH3:14])([CH3:13])[CH3:12].CC(C)([O-])C.[Na+].C1(C)C=CC=CC=1P(C1C=CC=CC=1C)C1C=CC=CC=1C>O1CCOCC1.CCOCC.C1C=CC(/C=C/C(/C=C/C2C=CC=CC=2)=O)=CC=1.C1C=CC(/C=C/C(/C=C/C2C=CC=CC=2)=O)=CC=1.C1C=CC(/C=C/C(/C=C/C2C=CC=CC=2)=O)=CC=1.[Pd].[Pd]>[C:11]([O:15][C:16]([N:18]1[CH2:23][CH2:22][N:21]([C:2]2[CH:7]=[CH:6][CH:5]=[C:4]([N+:8]([O-:10])=[O:9])[CH:3]=2)[CH2:20][CH2:19]1)=[O:17])([CH3:14])([CH3:12])[CH3:13] |f:2.3,7.8.9.10.11|. Reagents/catalysts: C=1C=CC(=CC1)/C=C/C(=O)/C=C/C2=CC=CC=C2.C=1C=CC(=CC1)/C=C/C(=O)/C=C/C2=CC=CC=C2.C=1C=CC(=CC1)/C=C/C(=O)/C=C/C2=CC=CC=C2.[Pd].[Pd] (tris(dibenzylideneacetone)dipalladium). Starting materials: IC1=CC(=CC=C1)[N+](=O)[O-] (1-iodo-3-nitro-benzene), C(C)(C)(C)OC(=O)N1CCNCC1 (piperazine-1-carboxylic acid tert-butyl ester), CC(C)([O-])C.[Na+] (sodium tert-butoxide), C1(=C(C=CC=C1)P(C1=C(C=CC=C1)C)C1=C(C=CC=C1)C)C (tri-o-tolylphosphine). Isolated yield 54.0%. Yields the product C(C)(C)(C)OC(=O)N1CCN(CC1)C1=CC(=CC=C1)[N+](=O)[O-] (4-(3-Nitro-phenyl)-piperazine-1-carboxylic Acid tert-butyl Ester). The reactants are COC=1C=C(C=CC1OC)B(O)O (3,4-dimethoxy-phenyl boronic acid), BrC1=C(NC2=NC=CC=C21)C (3-Bromo-2-methyl-1H-pyrrolo[2,3-b]pyridine), CC1(OB(OC1(C)C)C1=CC2=C(OCO2)C=C1)C (5-(4,4,5,5-Tetramethyl-[1,3,2]dioxaborolan-2-yl)-benzo[1,3]dioxole). Yields the product O1COC2=C1C=CC(=C2)C2=C(NC1=NC=CC=C12)C (3-Benzo[1,3]dioxol-5-yl-2-methyl-1H-pyrrolo[2,3-b]pyridine). As a reaction SMILES: C[O:2][C:3]1[CH:4]=[C:5](B(O)O)[CH:6]=[CH:7][C:8]=1[O:9][CH3:10].Br[C:15]1[C:23]2[C:18](=[N:19][CH:20]=[CH:21][CH:22]=2)[NH:17][C:16]=1[CH3:24].CC1(C)C(C)(C)OB(C2C=CC3OCOC=3C=2)O1>>[O:9]1[C:8]2[CH:7]=[CH:6][C:5]([C:15]3[C:23]4[C:18](=[N:19][CH:20]=[CH:21][CH:22]=4)[NH:17][C:16]=3[CH3:24])=[CH:4][C:3]=2[O:2][CH2:10]1. Procedure: 3-Benzo[1,3]dioxol-5-yl-2-methyl-1H-pyrrolo[2,3-b]pyridine 142 was prepared using the same protocol as described in Example 8, substituting 3-Bromo-1H-pyrrolo[2,3-b]pyridine and 3,4-dimethoxy-phenyl boronic acid with 3-Bromo-2-methyl-1H-pyrrolo[2,3-b]pyridine and 5-(4,4,5,5-Tetramethyl-[1,3,2]dioxaborolan-2-yl)-benzo[1,3]dioxole respectively. Reactants: C#Cc1cccc(Nc2ncnc3ccc(I)cc23)c1, C#Cc1ccccn1, CCNCC, CN(C)C=O. Product: C#Cc1cccc(Nc2ncnc3ccc(C#Cc4ccccn4)cc23)c1. RXN SMILES: [C:1](#[CH:2])[c:3]1[cH:4][c:5]([NH:9][c:10]2[n:11][cH:12][n:13][c:14]3[cH:15][cH:16][c:17]([I:20])[cH:18][c:19]23)[cH:6][cH:7][cH:8]1.[C:21](#[CH:22])[c:23]1[n:24][cH:25][cH:26][cH:27][cH:28]1.[CH2:29]([NH:30][CH2:31][CH3:32])[CH3:33].[O:34]=[CH:35][N:36]([CH3:37])[CH3:38]>>[C:1](#[CH:2])[c:3]1[cH:4][c:5]([NH:9][c:10]2[n:11][cH:12][n:13][c:14]3[cH:15][cH:16][c:17]([C:22]#[C:21][c:23]4[n:24][cH:25][cH:26][cH:27][cH:28]4)[cH:18][c:19]23)[cH:6][cH:7][cH:8]1. Starting materials: Cl.NC=1C=2C=3C(C=C(C3CSN1)CC(=O)NC)=NN(N2)CC2=NC=C(C(=C2Cl)OC)C (2-{4-Amino-2-[(3-chloro-4-methoxy-5-methylpyridin-2-yl)methyl]-2,7-dihydro-6-thia-1,2,3,5-tetraazabenzo[cd]azulen-8-yl}-N-methylacetamide monohydrochloride). The solvent is O (Water). Run at time 3 hour. Yields the product NC=1C=2C=3C(C=C(C3CSN1)CC(=O)NC)=NN(N2)CC2=NC=C(C(=C2Cl)OC)C (2-{4-Amino-2-[(3-chloro-4-methoxy-5-methylpyridin-2-yl)methyl]-2,7-dihydro-6-thia-1,2,3,5-tetraazabenzo[cd]azulen-8-yl}-N-methylacetamide). Yield: 84.0%. RXN SMILES: Cl.[NH2:2][C:3]1[C:4]2[C:5]3[C:6](=[N:18][N:19]([CH2:21][C:22]4[C:27]([Cl:28])=[C:26]([O:29][CH3:30])[C:25]([CH3:31])=[CH:24][N:23]=4)[N:20]=2)[CH:7]=[C:8]([CH2:13][C:14]([NH:16][CH3:17])=[O:15])[C:9]=3[CH2:10][S:11][N:12]=1>O>[NH2:2][C:3]1[C:4]2[C:5]3[C:6](=[N:18][N:19]([CH2:21][C:22]4[C:27]([Cl:28])=[C:26]([O:29][CH3:30])[C:25]([CH3:31])=[CH:24][N:23]=4)[N:20]=2)[CH:7]=[C:8]([CH2:13][C:14]([NH:16][CH3:17])=[O:15])[C:9]=3[CH2:10][S:11][N:12]=1 |f:0.1|. Procedure: Water (20 mL) was added to 2-{4-Amino-2-[(3-chloro-4-methoxy-5-methylpyridin-2-yl)methyl]-2,7-dihydro-6-thia-1,2,3,5-tetraazabenzo[cd]azulen-8-yl}-N-methylacetamide monohydrochloride (which had been obtained by the same operations as those in the method described in the above Reference Example 2) (505 mg, 1.047 mmol), and the resulting mixture was then stirred at room temperature for 3 hours. Thereafter, a precipitate was collected by filtration, and was then air-dried at room temperature for 3 ...